From a dataset of the Open Reaction Database (ORD), a public repository of structured organic reaction records. describe an organic reaction: reactants, conditions, products, and yield Starting materials: Cl (HCl), CCOCC (ether), C12CCC(CC1)N2C2=CC(=C(C=N2)NC(=O)C2=CNC1=CC=CC(=C1C2=O)C)C (N-(6-(7-azabicyclo[2.2.1]heptan-7-yl)-4-methylpyridin-3-yl)-5-methyl-4-oxo-1,4-dihydroquinoline-3-carboxamide). Reaction SMILES: [CH:1]12[N:7]([C:8]3[N:13]=[CH:12][C:11]([NH:14][C:15]([C:17]4[C:26](=[O:27])[C:25]5[C:20](=[CH:21][CH:22]=[CH:23][C:24]=5[CH3:28])[NH:19][CH:18]=4)=[O:16])=[C:10]([CH3:29])[CH:9]=3)[CH:4]([CH2:5][CH2:6]1)[CH2:3][CH2:2]2.[ClH:30].CCOCC>CO>[ClH:30].[CH:4]12[N:7]([C:8]3[N:13]=[CH:12][C:11]([NH:14][C:15]([C:17]4[C:26](=[O:27])[C:25]5[C:20](=[CH:21][CH:22]=[CH:23][C:24]=5[CH3:28])[NH:19][CH:18]=4)=[O:16])=[C:10]([CH3:29])[CH:9]=3)[CH:1]([CH2:6][CH2:5]1)[CH2:2][CH2:3]2 |f:4.5|. The product is Cl.C12CCC(CC1)N2C2=CC(=C(C=N2)NC(=O)C2=CNC1=CC=CC(=C1C2=O)C)C (N-(6-(7-azabicyclo[2.2.1]heptan-7-yl)-4-methylpyridin-3-yl)-5-methyl-4-oxo-1,4-dihydroquinoline-3-carboxamide hydrochloride). The solvent is CO (methanol). Reported procedure: N-(6-(7-azabicyclo[2.2.1]heptan-7-yl)-4-methylpyridin-3-yl)-5-methyl-4-oxo-1,4-dihydroquinoline-3-carboxamide was dissolved in methanol (2 mL) and treated with 2 M HCl in ether (295.3 μL of 2 M, 0.5906 mmol). The solution was evaporated to provide N-(6-(7-azabicyclo[2.2.1]heptan-7-yl)-4-methylpyridin-3-yl)-5-methyl-4-oxo-1,4-dihydroquinoline-3-carboxamide hydrochloride. 1H NMR (400.0 MHz, DMSO-d6) δ 12.71 (s, 1H), 12.12 (s, 1H), 8.78 (s, 1H), 8.74 (s, 1H), 7.63-7.59 (m, 1H), 7.54 (d, J=8.3 Hz, 1... Reactants: CC=CCCl, CC(=O)Cc1ccccc1, C=CC(C)Cl. The product is CC=CCC(C(C)=O)c1ccccc1. Reaction SMILES: [CH2:11]([CH:12]=[CH:13][CH3:14])[Cl:15].[CH2:1]([c:2]1[cH:3][cH:4][cH:5][cH:6][cH:7]1)[C:8](=[O:9])[CH3:10].[Cl:16][CH:17]([CH3:18])[CH:19]=[CH2:20]>>[CH:1]([c:2]1[cH:3][cH:4][cH:5][cH:6][cH:7]1)([C:8](=[O:9])[CH3:10])[CH2:11][CH:12]=[CH:13][CH3:14]. Starting materials: CCO, [K+], C1COCCO1, CCCCCCCCCc1ccc(C(=O)CC(=O)C(=O)OC)cc1, [OH-], c1ccccc1. Yields the product CCCCCCCCCc1ccc(C(=O)CC(=O)C(=O)O)cc1. RXN SMILES: [CH3:39][CH2:40][OH:41].[K+:32].[O:1]1[CH2:2][CH2:3][O:4][CH2:5][CH2:6]1.[O:7]=[C:8]([C:9](=[O:10])[O:11][CH3:12])[CH2:13][C:14]([c:15]1[cH:16][cH:17][c:18]([CH2:21][CH2:22][CH2:23][CH2:24][CH2:25][CH2:26][CH2:27][CH2:28][CH3:29])[cH:19][cH:20]1)=[O:30].[OH-:31].[cH:33]1[cH:34][cH:35][cH:36][cH:37][cH:38]1>>[O:7]=[C:8]([C:9](=[O:10])[OH:11])[CH2:13][C:14]([c:15]1[cH:16][cH:17][c:18]([CH2:21][CH2:22][CH2:23][CH2:24][CH2:25][CH2:26][CH2:27][CH2:28][CH3:29])[cH:19][cH:20]1)=[O:30]. Starting materials: O=C1OC(c2ccccc2)(c2ccccc2)CC(O)=C1Br, C1CCNCC1, COc1ccccc1S, ClCCl. Product: COc1ccccc1SC1=C(O)CC(c2ccccc2)(c2ccccc2)OC1=O. RXN SMILES: [Br:1][C:2]1=[C:7]([OH:8])[CH2:6][C:5]([c:9]2[cH:10][cH:11][cH:12][cH:13][cH:14]2)([c:15]2[cH:16][cH:17][cH:18][cH:19][cH:20]2)[O:4][C:3]1=[O:21].[CH2:31]1[CH2:32][CH2:33][NH:34][CH2:35][CH2:36]1.[CH3:22][O:23][c:24]1[c:25]([SH:30])[cH:26][cH:27][cH:28][cH:29]1.[Cl:37][CH2:38][Cl:39]>>[C:2]1([S:30][c:25]2[c:24]([O:23][CH3:22])[cH:29][cH:28][cH:27][cH:26]2)=[C:7]([OH:8])[CH2:6][C:5]([c:9]2[cH:10][cH:11][cH:12][cH:13][cH:14]2)([c:15]2[cH:16][cH:17][cH:18][cH:19][cH:20]2)[O:4][C:3]1=[O:21].